From a dataset of the Open Reaction Database (ORD), a public repository of structured organic reaction records. describe an organic reaction: reactants, conditions, products, and yield The reactants are C(C1=CC=CC=C1)(=O)C1=C(C=C(OC=2C=CC(=C(C2)N(C([O-])=O)C)[N+](=O)[O-])C=C1)O (N-[5-(4-benzoyl-3-hydroxyphenoxy)-2-nitrophenyl]-N-methylcarbamate), 5/3. Reagents/catalysts: [Pd] (palladium on carbon). Run in CO.O1CCCC1 (methanol tetrahydrofuran). Conditions: time 4 hour. Yields the product NC1=C(C=C(C=C1)OC1=CC(=C(C=C1)CC1=CC=CC=C1)O)N(C(OC(C)(C)C)=O)C (t-Butyl N-[2-amino-5-(4-benzyl-3-hydroxyphenoxy)phenyl]-N-methylcarbamate). The yield is 166.1%. Reaction SMILES: [C:1]([C:9]1[CH:29]=[CH:28][C:12]([O:13][C:14]2[CH:15]=[CH:16][C:17]([N+:25]([O-])=O)=[C:18]([N:20]([CH3:24])[C:21](=[O:23])[O-:22])[CH:19]=2)=[CH:11][C:10]=1[OH:30])(=O)[C:2]1[CH:7]=[CH:6][CH:5]=[CH:4][CH:3]=1>CO.O1CCCC1.[Pd]>[NH2:25][C:17]1[CH:16]=[CH:15][C:14]([O:13][C:12]2[CH:28]=[CH:29][C:9]([CH2:1][C:2]3[CH:7]=[CH:6][CH:5]=[CH:4][CH:3]=3)=[C:10]([OH:30])[CH:11]=2)=[CH:19][C:18]=1[N:20]([CH3:24])[C:21](=[O:23])[O:22][C:2]([CH3:7])([CH3:3])[CH3:1] |f:1.2|. Procedure: A mixture of a solution of N-[5-(4-benzoyl-3-hydroxyphenoxy)-2-nitrophenyl]-N-methylcarbamate (2.1 g) in methanol/tetrahydrofuran=5/3 (80 ml) and palladium on carbon (20%, 0.5 g) was stirred at ambient temperature under a hydrogen atmosphere for 4 hours. The reaction mixture was filtered to remove the catalyst and the filtrate was concentrated to give the title compound (1.8 g). Reactants: Cl.[N+](=O)([O-])NC(=N)NCCN (N-nitro-N'-aminoethylguanidine hydrochloride), N12CCCCCC2=NCCC1 (1,8-diazabicyclo[5.4.0]undec-7-ene), O (water), NC1=CC(=C(C(=O)O)C=C1Cl)OC (4-amino-5-chloro-2-methoxy benzoic acid), N,N'-carbonyldiimidazole. Run in CN(C=O)C (DMF), CN(C=O)C (dimethylformamide). Run at temperature 50 celsius, time 4 hour. The product is NC1=CC(=C(C(=O)NNC(=N[N+](=O)[O-])NCCN)C=C1Cl)OC (4-Amino-5-chloro-2-methoxy-N-(N'-nitro-N"-aminoethylguanidino)benzamide). RXN SMILES: [NH2:1][C:2]1[C:10]([Cl:11])=[CH:9][C:5]([C:6]([OH:8])=O)=[C:4]([O:12][CH3:13])[CH:3]=1.Cl.[N+:15]([NH:18][C:19]([NH:21][CH2:22][CH2:23][NH2:24])=[NH:20])([O-:17])=[O:16].[N:25]12CCCN=C1CCCCC2.O>CN(C)C=O>[NH2:1][C:2]1[C:10]([Cl:11])=[CH:9][C:5]([C:6]([NH:25][NH:20][C:19]([NH:21][CH2:22][CH2:23][NH2:24])=[N:18][N+:15]([O-:17])=[O:16])=[O:8])=[C:4]([O:12][CH3:13])[CH:3]=1 |f:1.2|. Procedure: A solution of 4-amino-5-chloro-2-methoxy benzoic acid (0.6 g) and N,N'-carbonyldiimidazole (0.49 g) in anhydrous dimethylformamide (DMF) (15 ml) was stirred at room temperature for 30 minutes, then a solution of N-nitro-N'-aminoethylguanidine hydrochloride (0.55 g) and 1,8-diazabicyclo[5.4.0]undec-7-ene (DBU) in DMF was added. The mixture was stirred for 4 hours at 50° C., then was cooled, poured into water and extracted with methylene chloride. The organic layer was washed with sodium carbonate... The reactants are OC=1C(=C(C(=O)CCC(=O)O)C=CC1)OC (3-(3-hydroxy-2-methoxybenzoyl)propionic acid), O.NN (hydrazine hydrate), Example 3 ( i ). RXN SMILES: [OH:1][C:2]1[C:3]([O:15][CH3:16])=[C:4]([CH:12]=[CH:13][CH:14]=1)[C:5]([CH2:7][CH2:8][C:9](O)=[O:10])=O.O.[NH2:18][NH2:19]>>[OH:1][C:2]1[C:3]([O:15][CH3:16])=[C:4]([C:5]2[CH2:7][CH2:8][C:9](=[O:10])[NH:18][N:19]=2)[CH:12]=[CH:13][CH:14]=1 |f:1.2|. Procedure: 3-(3-hydroxy-2-methoxybenzoyl)propionic acid was cyclised with hydrazine hydrate in a similar manner to that described in Example 3 (i) to give 6-(3-hydroxy-2-methoxyphenyl)-4,5-dihydro-3(2H)-pyridazinone. Yields the product OC=1C(=C(C=CC1)C=1CCC(NN1)=O)OC (6-(3-hydroxy-2-methoxyphenyl)-4,5-dihydro-3(2H)-pyridazinone). Starting materials: C(C)(C)(C)OC(=O)N1C[C@H](CC1)N ((S)-3-aminopyrrolidine-1-carboxylic acid tert-butyl ester), ClC1=CC(=NC2=CC=CC=C12)C1=C(C=CC=C1)O (2-(4-chloroquinolin-2-yl)phenol), O (water). The solvent is CS(=O)C (DMSO). Yields the product OC1=C(C=CC=C1)C1=NC2=CC=CC=C2C(=C1)N[C@@H]1CN(CC1)C(=O)OC(C)(C)C ((S)-tert-Butyl 3-(2-(2-hydroxyphenyl)quinolin-4-ylamino)pyrrolidine-1-carboxylate). Isolated yield 42.3%. RXN SMILES: [C:1]([O:5][C:6]([N:8]1[CH2:12][CH2:11][C@H:10]([NH2:13])[CH2:9]1)=[O:7])([CH3:4])([CH3:3])[CH3:2].Cl[C:15]1[C:24]2[C:19](=[CH:20][CH:21]=[CH:22][CH:23]=2)[N:18]=[C:17]([C:25]2[CH:30]=[CH:29][CH:28]=[CH:27][C:26]=2[OH:31])[CH:16]=1.O>CS(C)=O>[OH:31][C:26]1[CH:27]=[CH:28][CH:29]=[CH:30][C:25]=1[C:17]1[CH:16]=[C:15]([NH:13][C@H:10]2[CH2:11][CH2:12][N:8]([C:6]([O:5][C:1]([CH3:4])([CH3:2])[CH3:3])=[O:7])[CH2:9]2)[C:24]2[C:19](=[CH:20][CH:21]=[CH:22][CH:23]=2)[N:18]=1. Procedure: A solution of (S)-3-aminopyrrolidine-1-carboxylic acid tert-butyl ester (0.218 g, 1.173 mmol) and 2-(4-chloroquinolin-2-yl)phenol (0.100 g, 0.391 mmol) in DMSO (2 mL) was heated under microwave conditions at 155° C. for 1.5 hours. The mixture was added to water (50 mL) and extracted with diethyl ether (2×20 mL). The organic layers were combined, dried (MgSO4) and concentrated. The crude product was purified by silica gel chromatography (30-40% ethyl acetate/hexane) to give the title compound (0.... Starting materials: CC1(OC(=O)CC(=O)O1)C (Meldrum's acid), ClC1=CC=C(C=O)C=C1 (4-chlorobenzaldehyde). Yields the product ClC1=CC=C(C=C2C(OC(OC2=O)(C)C)=O)C=C1 (5-(p-Chlorobenzyliden)-2,2-dimethyl-1,3-dioxane-4,6-dione). Reaction SMILES: [CH3:1][C:2]1([CH3:10])[O:9][C:7](=[O:8])[CH2:6][C:4](=[O:5])[O:3]1.[Cl:11][C:12]1[CH:19]=[CH:18][C:15]([CH:16]=O)=[CH:14][CH:13]=1>>[Cl:11][C:12]1[CH:19]=[CH:18][C:15]([CH:16]=[C:6]2[C:7](=[O:8])[O:9][C:2]([CH3:10])([CH3:1])[O:3][C:4]2=[O:5])=[CH:14][CH:13]=1. Procedure: Prepared from Meldrum's acid and 4-chlorobenzaldehyde by Cope-Knoevenagel reaction. Reactants: S(O)(O)(=O)=O (sulfuric acid), NC=1C=C(C(=O)O)C=CC1 (3-aminobenzoic acid), C(C)O (ethanol), C([O-])([O-])=O.[K+].[K+] (Potassium carbonate). Yields the product NC=1C=C(C(=O)OCC)C=CC1 (Ethyl 3-aminobenzoate). RXN SMILES: [NH2:1][C:2]1[CH:3]=[C:4]([CH:8]=[CH:9][CH:10]=1)[C:5]([OH:7])=[O:6].S(=O)(=O)(O)O.C(=O)([O-])[O-].[K+].[K+].[CH2:22](O)[CH3:23]>>[NH2:1][C:2]1[CH:3]=[C:4]([CH:8]=[CH:9][CH:10]=1)[C:5]([O:7][CH2:22][CH3:23])=[O:6] |f:2.3.4|. Reported procedure: To 3-aminobenzoic acid (7.00 g, 0.52 mol) dissolved in 300 mL of absolute ethanol was added ~3.5 mL of concentrated sulfuric acid. The reaction mixture was heated at reflux for 2 days and then cooled to ambient temperature. Potassium carbonate (8.9 g) was added and then most of the ethanol was removed under reduced pressure. The solution was partitioned between chloroform and water. The organic phase was washed with brine, dried over sodium sulfate and concentrated under reduced pressure. The re... Starting materials: Cc1cc(C2(c3cccc(Br)c3)N=C(N)c3c(F)cccc32)cc(C(F)F)n1, C1CCOC1, [Na+], [Na+], O=C([O-])[O-], OB(O)c1cncnc1. The product is Cc1cc(C2(c3cccc(-c4cncnc4)c3)N=C(N)c3c(F)cccc32)cc(C(F)F)n1. RXN SMILES: [Br:1][c:2]1[cH:3][c:4]([C:8]2([c:19]3[cH:20][c:21]([CH:26]([F:27])[F:28])[n:22][c:23]([CH3:25])[cH:24]3)[N:9]=[C:10]([NH2:18])[c:11]3[c:12]([F:17])[cH:13][cH:14][cH:15][c:16]32)[cH:5][cH:6][cH:7]1.[CH2:44]1[O:45][CH2:46][CH2:47][CH2:48]1.[Na+:38].[Na+:39].[O-:40][C:41](=[O:42])[O-:43].[n:29]1[cH:30][n:31][cH:32][c:33]([B:35]([OH:36])[OH:37])[cH:34]1>>[c:2]1(-[c:33]2[cH:32][n:31][cH:30][n:29][cH:34]2)[cH:3][c:4]([C:8]2([c:19]3[cH:20][c:21]([CH:26]([F:27])[F:28])[n:22][c:23]([CH3:25])[cH:24]3)[N:9]=[C:10]([NH2:18])[c:11]3[c:12]([F:17])[cH:13][cH:14][cH:15][c:16]32)[cH:5][cH:6][cH:7]1. Product: NC(=O)c1cc2c(nc1N)[nH]c1ccc(Br)cc12. RXN SMILES: [Br:18][N:19]1[C:20](=[O:21])[CH2:22][CH2:23][C:24]1=[O:25].[CH3:27][C:28]#[N:29].[CH3:30][N:31]([CH3:32])[CH:33]=[O:34].[NH2:1][c:2]1[c:3]([C:15](=[O:16])[NH2:17])[cH:4][c:5]2[c:6]([nH:7][c:8]3[cH:9][cH:10][cH:11][cH:12][c:13]23)[n:14]1.[OH2:26]>>[NH2:1][c:2]1[c:3]([C:15](=[O:16])[NH2:17])[cH:4][c:5]2[c:6]([nH:7][c:8]3[cH:9][cH:10][c:11]([Br:18])[cH:12][c:13]23)[n:14]1. Reactants: O=C1CCC(=O)N1Br, CC#N, CN(C)C=O, NC(=O)c1cc2c(nc1N)[nH]c1ccccc12, O. The reactants are Cc1ccc(C)c(N2CCN(C(=O)C3CNC(=O)N3c3ccccc3)CC2)c1, O=S(=O)(Cl)c1c(Cl)cccc1Cl, [H-], [Na+]. Yields the product Cc1ccc(C)c(N2CCN(C(=O)C3CN(S(=O)(=O)c4c(Cl)cccc4Cl)C(=O)N3c3ccccc3)CC2)c1. RXN SMILES: [CH3:1][c:2]1[c:3]([N:9]2[CH2:10][CH2:11][N:12]([C:15](=[O:16])[CH:17]3[CH2:18][NH:19][C:20](=[O:28])[N:21]3[c:22]3[cH:23][cH:24][cH:25][cH:26][cH:27]3)[CH2:13][CH2:14]2)[cH:4][c:5]([CH3:8])[cH:6][cH:7]1.[Cl:31][c:32]1[c:33]([S:39](=[O:40])(=[O:41])[Cl:42])[c:34]([Cl:38])[cH:35][cH:36][cH:37]1.[H-:29].[Na+:30]>>[CH3:1][c:2]1[c:3]([N:9]2[CH2:10][CH2:11][N:12]([C:15](=[O:16])[CH:17]3[CH2:18][N:19]([S:39]([c:33]4[c:32]([Cl:31])[cH:37][cH:36][cH:35][c:34]4[Cl:38])(=[O:40])=[O:41])[C:20](=[O:28])[N:21]3[c:22]3[cH:23][cH:24][cH:25][cH:26][cH:27]3)[CH2:13][CH2:14]2)[cH:4][c:5]([CH3:8])[cH:6][cH:7]1. The reactants are Cl (Hydrochloric acid), OC1(CCC(CC1)NC(OC(C)(C)C)=O)C (tert-butyl 4-hydroxy-4-methylcyclohexylcarbamate). Run in O1CCOCC1 (dioxan), O1CCOCC1 (dioxan). Run at time 3 hour. Product: Cl.NC1CCC(CC1)(O)C (4-amino-1-methylcyclohexanol hydrochloride). As a reaction SMILES: [ClH:1].[OH:2][C:3]1([CH3:17])[CH2:8][CH2:7][CH:6]([NH:9]C(=O)OC(C)(C)C)[CH2:5][CH2:4]1>O1CCOCC1>[ClH:1].[NH2:9][CH:6]1[CH2:7][CH2:8][C:3]([CH3:17])([OH:2])[CH2:4][CH2:5]1 |f:3.4|. Procedure details: 4M Hydrochloric acid in dioxan (20 ml, 80 mmol) was added to a solution of the less polar diastereoisomer of tert-butyl 4-hydroxy-4-methylcyclohexylcarbamate (610 mg, 2.66 mmol) in dioxan (5 ml). The mixture was stirred for 3 h then the solvent was removed under reduced pressure and the residue dried in vacuo to afford a single diastereoisomer of 4-amino-1-methylcyclohexanol hydrochloride (625 mg) as a gum.